This data is from the Open Reaction Database (ORD), a public repository of structured organic reaction records. The task is: describe an organic reaction: reactants, conditions, products, and yield Reactants: C1CCOC1, CC=O, COc1ccc(S(=O)(=O)n2c(=O)n(C(C(=O)N3CCC(N4CCNCC4)C3)c3ccccc3)c3cc(Cl)ccc32)cc1. Product: CCN1CCN(C2CCN(C(=O)C(c3ccccc3)n3c(=O)n(S(=O)(=O)c4ccc(OC)cc4)c4ccc(Cl)cc43)C2)CC1. RXN SMILES: [CH2:46]1[O:47][CH2:48][CH2:49][CH2:50]1.[CH:43]([CH3:44])=[O:45].[Cl:1][c:2]1[cH:3][c:4]2[c:5]([n:6]([S:30](=[O:31])(=[O:32])[c:33]3[cH:34][cH:35][c:36]([O:39][CH3:40])[cH:37][cH:38]3)[c:7](=[O:29])[n:8]2[CH:9]([C:10]([N:11]2[CH2:12][CH:13]([N:16]3[CH2:17][CH2:18][NH:19][CH2:20][CH2:21]3)[CH2:14][CH2:15]2)=[O:22])[c:23]2[cH:24][cH:25][cH:26][cH:27][cH:28]2)[cH:41][cH:42]1>>[Cl:1][c:2]1[cH:3][c:4]2[c:5]([n:6]([S:30](=[O:31])(=[O:32])[c:33]3[cH:34][cH:35][c:36]([O:39][CH3:40])[cH:37][cH:38]3)[c:7](=[O:29])[n:8]2[CH:9]([C:10]([N:11]2[CH2:12][CH:13]([N:16]3[CH2:17][CH2:18][N:19]([CH2:43][CH3:44])[CH2:20][CH2:21]3)[CH2:14][CH2:15]2)=[O:22])[c:23]2[cH:24][cH:25][cH:26][cH:27][cH:28]2)[cH:41][cH:42]1. The reactants are C(=O)(Cl)Cl (phosgene), N1=CC=CC=C1 (pyridine), CNC1=CC=CC=C1 (N-methylaniline), C1(=CC=CC=C1)N(C(=O)Cl)C (N-phenyl- N-methylcarbamyl chloride). Solvent: C(Cl)(Cl)Cl (chloroform), C(Cl)(Cl)Cl (chloroform). Conditions: time 3 hour. Product: CN(C(=O)NC(CCCC)=N)C1=CC=CC=C1 (1-Methyl-1-phenyl-3-(pentanimidoyl)urea). As a reaction SMILES: C(Cl)(Cl)=O.[CH3:5][NH:6][C:7]1[CH:12]=[CH:11][CH:10]=[CH:9][CH:8]=1.[C:13]1([N:19](C)[C:20](Cl)=[O:21])C=[CH:17][CH:16]=[CH:15][CH:14]=1.[N:24]1C=CC=CC=1>C(Cl)(Cl)Cl>[CH3:5][N:6]([C:7]1[CH:12]=[CH:11][CH:10]=[CH:9][CH:8]=1)[C:20]([NH:19][C:13](=[NH:24])[CH2:14][CH2:15][CH2:16][CH3:17])=[O:21]. Procedure details: To a stirred solution of 29.4 g. phosgene in 350 ml. dry chloroform at 5°C. was added a solution of 32.1 g. N-methylaniline and 23.7 g. dry pyridine in 80 ml. dry chloroform dropwise during 45 minutes and the resulting solution was allowed to stand at 5°C. for 3 hours. The solution was evaporated to dryness under reduced pressure and the resulting residue was dissolved in ether. The ethereal solution was heated with magnesium sulfate, filtered, the filtrate was evaporated to dryness under reduce... The product is C1(=CC=C(C=C1)CC(=O)O)\C=C/C1=CC=CC=C1 (cis 4-stilbene acetic acid). Reaction SMILES: [PH4+].C(N[CH:6]([CH3:8])[CH3:7])(C)C.[CH2:9]([Li])[CH2:10][CH2:11]C.[CH:14](=O)[C:15]1[CH:20]=[CH:19]C=[CH:17][CH:16]=1.[OH-:22].[Li+].[CH2:24]1[CH2:28][O:27][CH2:26][CH2:25]1>O>[C:15]1(/[CH:16]=[CH:17]\[C:7]2[CH:6]=[CH:8][CH:11]=[CH:10][CH:9]=2)[CH:14]=[CH:28][C:24]([CH2:25][C:26]([OH:22])=[O:27])=[CH:19][CH:20]=1 |f:4.5|. Solvent: O (water), hexanes. Procedure: 4-Bromomethylphenylacetic acid (20 g, 8.7 mmol) was suspended in toluene (300 ml). Triphenylphosphine (45 g, 170 mmol) was added and the mixture heated at reflux for 16 hours giving a thick white precipitate. This solid was collected by filtration, washing with ether×3, and dried under high vacuum to give 4-triphenylphosphinemethylphenylacetic acid bromide (42 g, 86 mmol); δH (250 MHz, DMSO-d6) 3.52 (2H, s, CH2COOH), 5.12 (2H, d, J 15 Hz, CH2P), 6.92 (2H, dd, J 8 and 2 Hz, PCH2CCH), 7.12 (2H, d,... Reactants: [PH4+] (phosphonium), C1CCOC1 (THF), C(C1=CC=CC=C1)=O (benzaldehyde), C(CCC)[Li] (n-butyl lithium), solution, [OH-].[Li+] (Lithium hydroxide), solution, C1CCOC1 (THF), C(C)(C)NC(C)C (diisopropylamine), trans methyl 4-stilbene acetates. Reaction conditions: temperature -78 celsius, time 30 minute. The reactants are C(=O)O.NCCC1=CC=C(NC2CCN(CC2)C(=O)NCC(F)(F)F)C=C1 (4-[4-(2-Aminoethyl)anilino]-N-(2,2,2-trifluoroethyl)-1-piperidinecarboxamide formate), C(C)(C)(C)[Si](C1=CC=CC=C1)(C1=CC=CC=C1)OC1=CC=C(C=C1)OCC1OC1 (tert-butyl-(4-oxiranylmethoxy-phenoxy)-diphenyl-silane). Yields the product FC(CNC(=O)N1CCC(CC1)NC1=CC=C(C=C1)CCNC[C@@H](COC1=CC=C(C=C1)O)O)(F)F (4-(4-{2-[(2S)-2-Hydroxy-3-(4-hydroxy-phenoxy)-propylamino]-ethyl}-phenylamino)-piperidine-1-carboxylic acid (2,2,2-trifluoro-ethyl)-amide). Yield: 18.1%. Reaction SMILES: C(O)=O.[NH2:4][CH2:5][CH2:6][C:7]1[CH:27]=[CH:26][C:10]([NH:11][CH:12]2[CH2:17][CH2:16][N:15]([C:18]([NH:20][CH2:21][C:22]([F:25])([F:24])[F:23])=[O:19])[CH2:14][CH2:13]2)=[CH:9][CH:8]=1.C([Si]([O:45][C:46]1[CH:51]=[CH:50][C:49]([O:52][CH2:53][CH:54]2[CH2:56][O:55]2)=[CH:48][CH:47]=1)(C1C=CC=CC=1)C1C=CC=CC=1)(C)(C)C>>[F:24][C:22]([F:25])([F:23])[CH2:21][NH:20][C:18]([N:15]1[CH2:16][CH2:17][CH:12]([NH:11][C:10]2[CH:9]=[CH:8][C:7]([CH2:6][CH2:5][NH:4][CH2:56][C@H:54]([OH:55])[CH2:53][O:52][C:49]3[CH:50]=[CH:51][C:46]([OH:45])=[CH:47][CH:48]=3)=[CH:27][CH:26]=2)[CH2:13][CH2:14]1)=[O:19] |f:0.1|. Procedure details: 4-[4-(2-Aminoethyl)anilino]-N-(2,2,2-trifluoroethyl)-1-piperidinecarboxamide formate (0.60 g, 1.53 mmol) was reacted with tert-butyl-(4-oxiranylmethoxy-phenoxy)-diphenyl-silane (0.550 g, 1.38 mmol) according to Procedure G to give the title compound (eluant: 20:1 chloroform-methanol) (0.188 g, 0.25 mmol). Starting materials: O=C(OCC)C1=CC=CC=2C=CNC21. Reagents/catalysts: N=1C=CC(=CC1C=2N=CC=C(C2)C(C)(C)C)C(C)(C)C, O1B(OC(C)(C)C1(C)C)B2OC(C)(C)C(O2)(C)C, C[OH2+].C[OH2+].C1CC=CCCC=C1.C1CC=CCCC=C1.[Ir].[Ir]. The solvent is O1CCCC1. Conditions: temperature 80 celsius, time 12 hour. Product: O=C(OCC)C1=CC=CC=2C=C(NC21)B3OC(C)(C)C(O3)(C)C. Yield: 91.0%.